The task is: describe an organic reaction: reactants, conditions, products, and yield. This data is from the Open Reaction Database (ORD), a public repository of structured organic reaction records. Reactants: C(CCC)C1=C(C(N(C=2N1N=C(N2)C)[C@@H]2CC[C@H](CC2)O)=O)CC2=CC=C(C=C2)C=2C(=CC=CC2)C#N (4′-{[7-butyl-4-(trans-4-hydroxycyclohexyl)-2-methyl-5-oxo-4,5-dihydro[1,2,4]triazolo[1,5-a]pyrimidin-6-yl]methyl}biphenyl-2-carbonitrile), C1(=CC=CC=C1)C (toluene), C(C)OC(C(C[N+]#N)C)=O (3-ethoxy-2-methyl-3-oxopropane-1-diazonium). The reagents and catalysts are C(C)(=O)[O-].[Rh+] (rhodium(I) acetate). Conditions: time 1 hour. Yields the product C(CCC)C1=C(C(N(C=2N1N=C(N2)C)[C@@H]2CC[C@H](CC2)OC(C(C)(C)O)C)=O)CC2=CC=C(C=C2)C=2C(=CC=CC2)C#N (4′-({7-butyl-4-[trans-4-(2-hydroxy-1,2-dimethylpropoxy)cyclohexyl]-2-methyl-5-oxo-4,5-dihydro[1,2,4]triazolo[1,5-a]pyrimidin-6-yl}methyl)biphenyl-2-carbonitrile). Yield: 63.0%. Reaction SMILES: [CH2:1]([C:5]1[N:10]2[N:11]=[C:12]([CH3:14])[N:13]=[C:9]2[N:8]([C@H:15]2[CH2:20][CH2:19][C@H:18]([OH:21])[CH2:17][CH2:16]2)[C:7](=[O:22])[C:6]=1[CH2:23][C:24]1[CH:29]=[CH:28][C:27]([C:30]2[C:31]([C:36]#[N:37])=[CH:32][CH:33]=[CH:34][CH:35]=2)=[CH:26][CH:25]=1)[CH2:2][CH2:3][CH3:4].C([O:40]C(=O)C(C)C[N+]#N)C.[C:48]1([CH3:54])[CH:53]=CC=[CH:50][CH:49]=1>C([O-])(=O)C.[Rh+]>[CH2:1]([C:5]1[N:10]2[N:11]=[C:12]([CH3:14])[N:13]=[C:9]2[N:8]([C@H:15]2[CH2:20][CH2:19][C@H:18]([O:21][CH:49]([CH3:50])[C:48]([OH:40])([CH3:54])[CH3:53])[CH2:17][CH2:16]2)[C:7](=[O:22])[C:6]=1[CH2:23][C:24]1[CH:25]=[CH:26][C:27]([C:30]2[C:31]([C:36]#[N:37])=[CH:32][CH:33]=[CH:34][CH:35]=2)=[CH:28][CH:29]=1)[CH2:2][CH2:3][CH3:4] |f:3.4|. Reported procedure: To a mixture of 4′-{[7-butyl-4-(trans-4-hydroxycyclohexyl)-2-methyl-5-oxo-4,5-dihydro[1,2,4]triazolo[1,5-a]pyrimidin-6-yl]methyl}biphenyl-2-carbonitrile (0.45 g), rhodium(I) acetate (0.004 g) and toluene (10 mL) was added dropwise 3-ethoxy-2-methyl-3-oxopropane-1-diazonium (0.72 L) at 80° C., and the mixture was stirred at the same temperature for 1 hr. The reaction mixture was concentrated under reduced pressure, and the obtained residue was purified by silica gel column chromatography. The obt... Reactants: CN(C)C(=S)C1=CC(C)(C)Oc2ccc([N+](=O)[O-])cc21, CI, [H-], N#CN, [Na+], C1CCOC1. Yields the product CN(C)C(=NC#N)C1=CC(C)(C)Oc2ccc([N+](=O)[O-])cc21. As a reaction SMILES: [CH3:1][N:2]([C:3](=[S:4])[C:5]1=[CH:6][C:7]([CH3:18])([CH3:19])[O:8][c:9]2[c:10]1[cH:11][c:12]([N+:15](=[O:16])[O-:17])[cH:13][cH:14]2)[CH3:20].[CH3:21][I:22].[H-:26].[NH2:23][C:24]#[N:25].[Na+:27].[O:28]1[CH2:29][CH2:30][CH2:31][CH2:32]1>>[CH3:1][N:2]([C:3]([C:5]1=[CH:6][C:7]([CH3:18])([CH3:19])[O:8][c:9]2[c:10]1[cH:11][c:12]([N+:15](=[O:16])[O-:17])[cH:13][cH:14]2)=[N:25][C:24]#[N:23])[CH3:20].